describe an organic reaction: reactants, conditions, products, and yield From a dataset of the Open Reaction Database (ORD), a public repository of structured organic reaction records. The reactants are O=C([O-])[O-], CC(C)=O, CC(Cl)C(=O)Cl, ClCCl, [K+], [K+], Oc1coccc1=S. Product: CC(Cl)C(=O)Oc1coccc1=S. As a reaction SMILES: [C:1](=[O:2])([O-:3])[O-:4].[CH3:21][C:22](=[O:23])[CH3:24].[Cl:15][CH:16]([C:17](=[O:18])[Cl:19])[CH3:20].[Cl:25][CH2:26][Cl:27].[K+:5].[K+:6].[OH:7][c:8]1[cH:9][o:10][cH:11][cH:12][c:13]1=[S:14]>>[O:7]([c:8]1[cH:9][o:10][cH:11][cH:12][c:13]1=[S:14])[C:17]([CH:16]([Cl:15])[CH3:20])=[O:18]. Reactants: COC(CCCCCOC=1C=CC2=C(N(C(=N2)N2CCOCC2)C2=CC=CC=C2)C1)=O (6-[[2-(morpholin4-yl)-1-phenyl-1H-benzimidazol-6-yl]oxy]hexanoic acid methyl ester), COCCCN (3-methoxypropylamine). Yields the product COCCCNC(CCCCCOC=1C=CC2=C(N(C(=N2)N2CCOCC2)C2=CC=CC=C2)C1)=O (N-(3-Methoxypropyl)-6-[[2-(morpholin-4-yl)-1-phenyl-1H-benzimidazol-6-yl]oxy]hexanamide). RXN SMILES: CO[C:3](=[O:31])[CH2:4][CH2:5][CH2:6][CH2:7][CH2:8][O:9][C:10]1[CH:11]=[CH:12][C:13]2[N:17]=[C:16]([N:18]3[CH2:23][CH2:22][O:21][CH2:20][CH2:19]3)[N:15]([C:24]3[CH:29]=[CH:28][CH:27]=[CH:26][CH:25]=3)[C:14]=2[CH:30]=1.[CH3:32][O:33][CH2:34][CH2:35][CH2:36][NH2:37]>>[CH3:32][O:33][CH2:34][CH2:35][CH2:36][NH:37][C:3](=[O:31])[CH2:4][CH2:5][CH2:6][CH2:7][CH2:8][O:9][C:10]1[CH:11]=[CH:12][C:13]2[N:17]=[C:16]([N:18]3[CH2:19][CH2:20][O:21][CH2:22][CH2:23]3)[N:15]([C:24]3[CH:25]=[CH:26][CH:27]=[CH:28][CH:29]=3)[C:14]=2[CH:30]=1. Procedure details: 135 mg of 6-[[2-(morpholin4-yl)-1-phenyl-1H-benzimidazol-6-yl]oxy]hexanoic acid methyl ester was reacted with 3-methoxypropylamine according to general operating instructions 4. 94 mg was obtained. Reactants: Cc1ccccc1, CC1(C)C(C=C(Cl)C(F)(F)F)C1C(=O)Cl, OC1CC(Cc2cccc(F)c2)c2ccccc21, c1ccncc1. Product: CC1(C)C(C=C(Cl)C(F)(F)F)C1C(=O)OC1CC(Cc2cccc(F)c2)c2ccccc21. As a reaction SMILES: [CH3:40][c:41]1[cH:42][cH:43][cH:44][cH:45][cH:46]1.[Cl:19][C:20](=[CH:21][CH:22]1[C:23]([CH3:28])([CH3:29])[CH:24]1[C:25](=[O:26])[Cl:27])[C:30]([F:31])([F:32])[F:33].[F:1][c:2]1[cH:3][c:4]([CH2:8][CH:9]2[CH2:10][CH:11]([OH:18])[c:12]3[cH:13][cH:14][cH:15][cH:16][c:17]32)[cH:5][cH:6][cH:7]1.[cH:34]1[cH:35][cH:36][n:37][cH:38][cH:39]1>>[F:1][c:2]1[cH:3][c:4]([CH2:8][CH:9]2[CH2:10][CH:11]([O:18][C:25]([CH:24]3[CH:22]([CH:21]=[C:20]([Cl:19])[C:30]([F:31])([F:32])[F:33])[C:23]3([CH3:28])[CH3:29])=[O:26])[c:12]3[cH:13][cH:14][cH:15][cH:16][c:17]32)[cH:5][cH:6][cH:7]1. Reactants: C(C1=CC=CC=C1)N1C([C@H](C[C@H]1CI)CCC1(OCCO1)C)=O (1-benzyl-5(S)-iodomethyl-3(S)-[2-(2-methyl-[1,3]dioxolan-2-yl)-ethyl]-pyrrolidin-2-one), [BH4-].[Na+] (NaBH4), Et2O hexanes. Solvent: CN(C)P(=O)(N(C)C)N(C)C (HMPA). Conditions: time 45 minute. Product: C(C1=CC=CC=C1)N1C([C@H](C[C@H]1C)CCC1(OCCO1)C)=O (1-benzyl-5(R)-methyl-3(S)-[2-(2-methyl-[1,3]dioxolan-2-yl)-ethyl]-pyrrolidin-2-one). As a reaction SMILES: [CH2:1]([N:8]1[C@H:12]([CH2:13]I)[CH2:11][C@H:10]([CH2:15][CH2:16][C:17]2([CH3:22])[O:21][CH2:20][CH2:19][O:18]2)[C:9]1=[O:23])[C:2]1[CH:7]=[CH:6][CH:5]=[CH:4][CH:3]=1.[BH4-].[Na+]>CN(P(N(C)C)(N(C)C)=O)C>[CH2:1]([N:8]1[C@H:12]([CH3:13])[CH2:11][C@H:10]([CH2:15][CH2:16][C:17]2([CH3:22])[O:18][CH2:19][CH2:20][O:21]2)[C:9]1=[O:23])[C:2]1[CH:3]=[CH:4][CH:5]=[CH:6][CH:7]=1 |f:1.2|. Procedure: To a stirred solution of 11-5 (900 mg, 6.26 mmol) and HMPA (30 mL) was added NaBH4 (156 mg, 4.20 mmol). After 45 minutes, the reaction was poured into 50 mL 1:1 Et2O/hexanes and then washed with H2O, brine, dried (MgSO4) and concentrated to provide 11-6 as an oil. Starting materials: CC1(c2cccc(N)c2)C2CN(CCCc3ccccc3)CC21, CS(=O)(=O)Cl, ClCCl, c1ccncc1. Yields the product CC1(c2cccc(NS(C)(=O)=O)c2)C2CN(CCCc3ccccc3)CC21. Reaction SMILES: [CH3:1][C:2]1([c:17]2[cH:18][c:19]([NH2:23])[cH:20][cH:21][cH:22]2)[CH:3]2[CH2:4][N:5]([CH2:8][CH2:9][CH2:10][c:11]3[cH:12][cH:13][cH:14][cH:15][cH:16]3)[CH2:6][CH:7]12.[CH3:30][S:31](=[O:32])(=[O:33])[Cl:34].[Cl:35][CH2:36][Cl:37].[cH:24]1[cH:25][cH:26][n:27][cH:28][cH:29]1>>[CH3:1][C:2]1([c:17]2[cH:18][c:19]([NH:23][S:31]([CH3:30])(=[O:32])=[O:33])[cH:20][cH:21][cH:22]2)[CH:3]2[CH2:4][N:5]([CH2:8][CH2:9][CH2:10][c:11]3[cH:12][cH:13][cH:14][cH:15][cH:16]3)[CH2:6][CH:7]12. Starting materials: CC(C)(C)OC(=O)N1CCC(Oc2ccc(OCC(=O)O)cc2)CC1, N#Cc1ccc(N)c(N)c1, C1CCOC1. Yields the product CC(C)(C)OC(=O)N1CCC(Oc2ccc(OCC(=O)Nc3cc(C#N)ccc3N)cc2)CC1. Reaction SMILES: [C:11]([CH3:12])([CH3:13])([CH3:14])[O:15][C:16](=[O:17])[N:18]1[CH2:19][CH2:20][CH:21]([O:24][c:25]2[cH:26][cH:27][c:28]([O:29][CH2:30][C:31](=[O:32])[OH:33])[cH:34][cH:35]2)[CH2:22][CH2:23]1.[NH2:1][c:2]1[cH:3][c:4]([C:5]#[N:6])[cH:7][cH:8][c:9]1[NH2:10].[O:36]1[CH2:37][CH2:38][CH2:39][CH2:40]1>>[NH:1]([c:2]1[cH:3][c:4]([C:5]#[N:6])[cH:7][cH:8][c:9]1[NH2:10])[C:31]([CH2:30][O:29][c:28]1[cH:27][cH:26][c:25]([O:24][CH:21]2[CH2:20][CH2:19][N:18]([C:16]([O:15][C:11]([CH3:12])([CH3:13])[CH3:14])=[O:17])[CH2:23][CH2:22]2)[cH:35][cH:34]1)=[O:32]. Reactants: FC(C1=CC(=NC=2N1N=CC2C#C)C2=CC=C(C=C2)C(F)(F)F)F (7-Difluoromethyl-3-ethynyl-5-(4-trifluoromethyl-phenyl)-pyrazolo[1,5-a]pyrimidine), BrC=1C=C(C=CC1)S(=O)(=O)NC(CO)(C)C (3-Bromo-N-(2-hydroxy-1,1-dimethyl-ethyl)-benzenesulfonamide). Product: FC(C1=CC(=NC=2N1N=CC2C#CC=2C=C(C=CC2)S(=O)(=O)NC(CO)(C)C)C2=CC=C(C=C2)C(F)(F)F)F (3-[7-Difluoromethyl-5-(4-trifluoromethyl-phenyl)-pyrazolo[1,5-a]pyrimidin-3-ylethynyl]-N-(2-hydroxy-1,1-dimethyl-ethyl)-benzenesulfonamide), solid. Isolated yield 54.0%. As a reaction SMILES: [F:1][CH:2]([F:24])[C:3]1[N:8]2[N:9]=[CH:10][C:11]([C:12]#[CH:13])=[C:7]2[N:6]=[C:5]([C:14]2[CH:19]=[CH:18][C:17]([C:20]([F:23])([F:22])[F:21])=[CH:16][CH:15]=2)[CH:4]=1.Br[C:26]1[CH:27]=[C:28]([S:32]([NH:35][C:36]([CH3:40])([CH3:39])[CH2:37][OH:38])(=[O:34])=[O:33])[CH:29]=[CH:30][CH:31]=1>>[F:24][CH:2]([F:1])[C:3]1[N:8]2[N:9]=[CH:10][C:11]([C:12]#[C:13][C:26]3[CH:27]=[C:28]([S:32]([NH:35][C:36]([CH3:40])([CH3:39])[CH2:37][OH:38])(=[O:33])=[O:34])[CH:29]=[CH:30][CH:31]=3)=[C:7]2[N:6]=[C:5]([C:14]2[CH:19]=[CH:18][C:17]([C:20]([F:23])([F:22])[F:21])=[CH:16][CH:15]=2)[CH:4]=1. Procedure details: The title compound was prepared from 7-Difluoromethyl-3-ethynyl-5-(4-trifluoromethyl-phenyl)-pyrazolo[1,5-a]pyrimidine (example C.2) (340 mg, 1.0 mmol) and 3-Bromo-N-(2-hydroxy-1,1-dimethyl-ethyl)-benzenesulfonamide (example B.6) (281 mg, 1.0 mmol) according to general procedure II. Obtained as a yellow solid (310 mg, 54%). MS (ISP) 565.4 [(M+H)+]; mp 161-162° C. Starting materials: CC1=C(C(=O)C(C(=O)OCC)=COCC)C(=C(C(=C1F)F)F)F (ethyl 2-(2-methyl-3,4,5,6-tetrafluorobenzoyl)3-ethoxyacrylate), NC=1SC=CC1 (2-aminothiophene). Yields the product CC1=C(C(=O)C(C(=O)OCC)=CNC=2SC=CC2)C(=C(C(=C1F)F)F)F (ethyl 2-(2-methyl-3,4,5,6-tetrafluorobenzoyl)-3-(2-thienyl)aminoacrylate). Reaction SMILES: [CH3:1][C:2]1[C:19]([F:20])=[C:18]([F:21])[C:17]([F:22])=[C:16]([F:23])[C:3]=1[C:4]([C:6](=[CH:12]OCC)[C:7]([O:9][CH2:10][CH3:11])=[O:8])=[O:5].[NH2:24][C:25]1[S:26][CH:27]=[CH:28][CH:29]=1>>[CH3:1][C:2]1[C:19]([F:20])=[C:18]([F:21])[C:17]([F:22])=[C:16]([F:23])[C:3]=1[C:4]([C:6](=[CH:12][NH:24][C:25]1[S:26][CH:27]=[CH:28][CH:29]=1)[C:7]([O:9][CH2:10][CH3:11])=[O:8])=[O:5]. Procedure details: Employing ethyl 2-(2-methyl-3,4,5,6-tetrafluorobenzoyl)3-ethoxyacrylate (5.0 g)and 2-aminothiophene (2.22 g), the procedure of Reference Example 21 is repeated to give ethyl 2-(2-methyl-3,4,5,6-tetrafluorobenzoyl)-3-(2-thienyl)aminoacrylate, which is then treated with 60% sodium hydride as in Reference Example 22 to give ethyl 1-(2-thienyl)-5-methyl-6,7,8-trifluoro-1,4-dihydro-4-oxoquinoline-3-carboxylate (1.05 g), as white powder (recrystallized from ethyl acetate - n-hexane), m.p. 198°-200° C. The solvent is CO (methanol). The yield is 86.6%. Conditions: time 18 hour. As a reaction SMILES: [CH2:1]1[CH:6]2[CH2:7][N:8]3[C:13](=[O:14])[C:12]([OH:15])=[C:11]([C:16]([NH:18][CH2:19][C:20]4[CH:25]=[CH:24][C:23]([F:26])=[CH:22][CH:21]=4)=[O:17])[N:10]=[C:9]3[C:3]([NH:27]C(OCC3C=CC=CC=3)=O)([CH2:4][O:5]2)[CH2:2]1>CO.[Pd]>[CH2:1]1[CH:6]2[CH2:7][N:8]3[C:13](=[O:14])[C:12]([OH:15])=[C:11]([C:16]([NH:18][CH2:19][C:20]4[CH:21]=[CH:22][C:23]([F:26])=[CH:24][CH:25]=4)=[O:17])[N:10]=[C:9]3[C:3]([NH2:27])([CH2:4][O:5]2)[CH2:2]1. Starting materials: C1CC2(COC1CN3C2=NC(=C(C3=O)O)C(=O)NCC4=CC=C(C=C4)F)NC(=O)OCC5=CC=CC=C5 (benzyl (2-((4-fluorobenzyl)carbamoyl)-3-hydroxy-4-oxo-6,7,8,9-tetrahydro-7,10-(epoxymethano)pyrimido[1,2-a]azepin-10(4H)-yl)carbamate). Procedure details: To a mixture of benzyl (2-((4-fluorobenzyl)carbamoyl)-3-hydroxy-4-oxo-6,7,8,9-tetrahydro-7,10-(epoxymethano)pyrimido[1,2-a]azepin-10(4H)-yl)carbamate (110 mg, 0.216 mmol) in methanol (3 mL) was added 10% Pd/C (115 mg, 0.108 mmol) and the mixture stirred under 1 atm H2 for 18 h. The mixture was then filtered through a pad of CELITE® and the pad washed with ethyl acetate. The filtrate was concentrated to afford the title compound (70 mg, 86% yield) as a light yellow solid. 1H NMR (500 MHz, CDCl3) ... Reagents/catalysts: [Pd] (Pd/C). The product is C1CC2(COC1CN3C2=NC(=C(C3=O)O)C(=O)NCC4=CC=C(C=C4)F)N (10-Amino-N-(4-fluorobenzyl)-3-hydroxy-4-oxo-4,6,7,8,9,10-hexahydro-7,10-(epoxymethano)pyrimido[1,2-a]azepine-2-carboxamide). As a reaction SMILES: [C:25]([c:26]1[nH:27][cH:28][cH:29][n:30]1)([c:31]1[nH:32][cH:33][cH:34][n:35]1)=[O:36].[CH2:45]1[O:46][CH2:47][CH2:48][CH2:49]1.[F:1][c:2]1[cH:3][cH:4][c:5]([O:6][c:7]2[cH:8][c:9]3[cH:10][n:11][n:12]([CH2:19][CH:20]([CH3:21])[CH3:22])[c:13]3[cH:14][c:15]2[C:16](=[O:17])[NH2:18])[cH:23][cH:24]1.[N:37]1([CH2:42][CH2:43][NH2:44])[CH2:38][CH2:39][CH2:40][CH2:41]1>>[F:1][c:2]1[cH:3][cH:4][c:5]([O:6][c:7]2[cH:8][c:9]3[cH:10][n:11][n:12]([CH2:19][CH:20]([CH3:21])[CH3:22])[c:13]3[cH:14][c:15]2[C:16](=[O:17])[NH:18][CH2:43][CH2:42][N:37]2[CH2:38][CH2:39][CH2:40][CH2:41]2)[cH:23][cH:24]1. The reactants are O=C(c1ncc[nH]1)c1ncc[nH]1, C1CCOC1, CC(C)Cn1ncc2cc(Oc3ccc(F)cc3)c(C(N)=O)cc21, NCCN1CCCC1. Product: CC(C)Cn1ncc2cc(Oc3ccc(F)cc3)c(C(=O)NCCN3CCCC3)cc21.